This data is from the Open Reaction Database (ORD), a public repository of structured organic reaction records. The task is: describe an organic reaction: reactants, conditions, products, and yield The reactants are COC(CCNC(C)C)=O (3-isopropylamino propionic acid methyl ester), ClC=1C=C(C(=O)O)C=C(C1)OC (3-chloro-5-methoxy-benzoic acid), CN(C)C(=[N+](C)C)ON1C2=C(C=CC=C2)N=N1.[B-](F)(F)(F)F (TBTU), CCN(C(C)C)C(C)C (DIPEA). The solvent is CN(C)C=O (DMF). Conditions: time 48 hour. Product: COC(CCN(C(C)C)C(C1=CC(=CC(=C1)OC)Cl)=O)=O (3-[(3-Chloro-5-methoxy-benzoyl)-isopropyl-amino]-propionic acid methyl ester). The yield is 102.1%. RXN SMILES: [Cl:1][C:2]1[CH:3]=[C:4]([CH:8]=[C:9]([O:11][CH3:12])[CH:10]=1)[C:5]([OH:7])=O.CN(C(ON1N=NC2C=CC=CC1=2)=[N+](C)C)C.[B-](F)(F)(F)F.CCN(C(C)C)C(C)C.[CH3:44][O:45][C:46](=[O:53])[CH2:47][CH2:48][NH:49][CH:50]([CH3:52])[CH3:51]>CN(C=O)C>[CH3:44][O:45][C:46](=[O:53])[CH2:47][CH2:48][N:49]([C:5](=[O:7])[C:4]1[CH:8]=[C:9]([O:11][CH3:12])[CH:10]=[C:2]([Cl:1])[CH:3]=1)[CH:50]([CH3:52])[CH3:51] |f:1.2|. Procedure: To a stirred solution of 3-chloro-5-methoxy-benzoic acid (0.932 g), TBTU (3.21 g) and in DMF (10 ml) was added DIPEA (1.73 ml) followed by 3-isopropylamino propionic acid methyl ester (0.871 g) after 10 min. The reaction mixture was stirred at room temperature for 48 h and then concentrated under reduced pressure. The residue was partitioned between ethyl acetate and water. The organic phase was washed with further water and 2M aqueous sodium hydroxide, water and dried with brine and over sodium... Reactants: CCO, CN, O=S1(=O)N(CCC2CO2)Cc2cc(F)ccc2N1c1ccccc1F. Yields the product CNCC(O)CCN1Cc2cc(F)ccc2N(c2ccccc2F)S1(=O)=O. As a reaction SMILES: [CH3:26][CH2:27][OH:28].[CH3:29][NH2:30].[F:1][c:2]1[cH:3][cH:4][c:5]2[c:6]([cH:25]1)[CH2:7][N:8]([CH2:20][CH2:21][CH:22]1[O:23][CH2:24]1)[S:9](=[O:18])(=[O:19])[N:10]2[c:11]1[c:12]([F:17])[cH:13][cH:14][cH:15][cH:16]1>>[F:1][c:2]1[cH:3][cH:4][c:5]2[c:6]([cH:25]1)[CH2:7][N:8]([CH2:20][CH2:21][CH:22]([OH:23])[CH2:24][NH:30][CH3:29])[S:9](=[O:18])(=[O:19])[N:10]2[c:11]1[c:12]([F:17])[cH:13][cH:14][cH:15][cH:16]1.